Dataset: the Open Reaction Database (ORD), a public repository of structured organic reaction records. Task: describe an organic reaction: reactants, conditions, products, and yield Starting materials: CC(C)(C)OC(=O)NCCCC(=O)O, CCN=C=NCCCN(C)C, COC(=O)c1cc(-c2cc(SCCNC(=O)OC(C)(C)C)nc(N)n2)c(C)cc1OC, CCN(C(C)C)C(C)C, [Cl-], ClCCl, Cl, [NH4+], O=C(O)C(F)(F)F, On1nnc2ccccc21. Product: COC(=O)c1cc(-c2cc(SCCNC(=O)CCCNC(=O)OC(C)(C)C)nc(N)n2)c(C)cc1OC. RXN SMILES: [C:39]([CH3:40])([CH3:41])([CH3:42])[O:43][C:44](=[O:45])[NH:46][CH2:47][CH2:48][CH2:49][C:50](=[O:51])[OH:52].[CH2:73]([N:74]=[C:75]=[N:76][CH2:77][CH2:78][CH2:79][N:80]([CH3:81])[CH3:82])[CH3:83].[CH3:1][O:2][C:3]([c:4]1[c:5]([O:29][CH3:30])[cH:6][c:7]([CH3:28])[c:8](-[c:10]2[n:11][c:12]([NH2:27])[n:13][c:14]([S:16][CH2:17][CH2:18][NH:19][C:20]([O:21][C:22]([CH3:23])([CH3:24])[CH3:25])=[O:26])[cH:15]2)[cH:9]1)=[O:31].[CH:63]([N:64]([CH:65]([CH3:66])[CH3:67])[CH2:68][CH3:69])([CH3:70])[CH3:71].[Cl-:84].[Cl:86][CH2:87][Cl:88].[ClH:72].[NH4+:85].[OH:32][C:33]([C:34]([F:35])([F:36])[F:37])=[O:38].[OH:53][n:54]1[c:55]2[cH:56][cH:57][cH:58][cH:59][c:60]2[n:61][n:62]1>>[CH3:1][O:2][C:3]([c:4]1[c:5]([O:29][CH3:30])[cH:6][c:7]([CH3:28])[c:8](-[c:10]2[n:11][c:12]([NH2:27])[n:13][c:14]([S:16][CH2:17][CH2:18][NH:19][C:50]([CH2:49][CH2:48][CH2:47][NH:46][C:44]([O:43][C:39]([CH3:40])([CH3:41])[CH3:42])=[O:45])=[O:52])[cH:15]2)[cH:9]1)=[O:31]. Starting materials: COC(COC1=NC=CC(=C1)C(C(C)C1=C(C=C(C=C1)Cl)Cl)(C(F)(F)F)O)=O ({4-[2-(2,4-dichloro-phenyl)-1-hydroxy-1-trifluoromethyl-propyl]-pyridin-2-yloxy}-acetic acid methyl ester), [OH-].[Na+] (NaOH), Cl (HCl). The solvent is CO (methanol), CO (methanol). Conditions: temperature 55 celsius, time 2 hour. Yields the product ClC1=C(C=CC(=C1)Cl)C(C(C(F)(F)F)(O)C1=CC(=NC=C1)OCC(=O)O)C ({4-[2-(2,4-Dichloro-phenyl)-1-hydroxy-1-trifluoromethyl-propyl]-pyridin-2-yloxy}-acetic acid). Yield: 78.1%. As a reaction SMILES: C[O:2][C:3](=[O:28])[CH2:4][O:5][C:6]1[CH:11]=[C:10]([C:12]([OH:27])([C:23]([F:26])([F:25])[F:24])[CH:13]([C:15]2[CH:20]=[CH:19][C:18]([Cl:21])=[CH:17][C:16]=2[Cl:22])[CH3:14])[CH:9]=[CH:8][N:7]=1.[OH-].[Na+].Cl>CO>[Cl:22][C:16]1[CH:17]=[C:18]([Cl:21])[CH:19]=[CH:20][C:15]=1[CH:13]([CH3:14])[C:12]([C:10]1[CH:9]=[CH:8][N:7]=[C:6]([O:5][CH2:4][C:3]([OH:28])=[O:2])[CH:11]=1)([OH:27])[C:23]([F:25])([F:26])[F:24] |f:1.2|. Procedure: To a solution of {4-[2-(2,4-dichloro-phenyl)-1-hydroxy-1-trifluoromethyl-propyl]-pyridin-2-yloxy}-acetic acid methyl ester (127 mg) in methanol (2 mL) was added an aqueous solution of NaOH (1N, 0.58 mL) and the mixture was allowed to stir at 55° C. for 2 hours. The pH of the mixture was adjusted to pH 2 with aqueous 1N HCl solution and methanol was removed by evaporation. The aqueous solution was extracted twice with ethyl acetate and the organic layers were washed with brine, dried and evaporat... Starting materials: CCOC(=O)c1oc2ccc(Br)c(O)c2c1C, CI, [K+], [K+], O=C([O-])[O-], CN(C)C=O. Yields the product CCOC(=O)c1oc2ccc(Br)c(OC)c2c1C. RXN SMILES: [CH2:1]([CH3:2])[O:3][C:4](=[O:5])[c:6]1[o:7][c:8]2[c:9]([c:10]1[CH3:11])[c:12]([OH:17])[c:13]([Br:16])[cH:14][cH:15]2.[I:18][CH3:19].[K+:20].[K+:21].[O-:22][C:23]([O-:24])=[O:25].[O:26]=[CH:27][N:28]([CH3:29])[CH3:30]>>[CH2:1]([CH3:2])[O:3][C:4](=[O:5])[c:6]1[o:7][c:8]2[c:9]([c:10]1[CH3:11])[c:12]([O:17][CH3:23])[c:13]([Br:16])[cH:14][cH:15]2. The reactants are ClC=1C=C(C=CC1Cl)C1=CC(=C(C(=C1)C=O)O)C1=CC(=C(C=C1)Cl)Cl (3,3″,4,4″-tetrachloro-4′-hydroxy-[1,1′:3′,1″-terphenyl]-5′-carbaldehyde), C(C)(C)(C)N (tert-butylamine). The product is Cl.C(C)(C)(C)NCC=1C(=C(C=C(C1)C1=CC(=C(C=C1)Cl)Cl)C1=CC(=C(C=C1)Cl)Cl)O (5′-((tert-Butylamino)methyl)-3,3″,4,4″-tetrachloro-[1,1′:3′,1″-terphenyl]-4′-ol hydrochloride). As a reaction SMILES: [Cl:1][C:2]1[CH:3]=[C:4]([C:9]2[CH:14]=[C:13]([CH:15]=O)[C:12]([OH:17])=[C:11]([C:18]3[CH:23]=[CH:22][C:21]([Cl:24])=[C:20]([Cl:25])[CH:19]=3)[CH:10]=2)[CH:5]=[CH:6][C:7]=1[Cl:8].[C:26]([NH2:30])([CH3:29])([CH3:28])[CH3:27]>>[ClH:1].[C:26]([NH:30][CH2:15][C:13]1[C:12]([OH:17])=[C:11]([C:18]2[CH:23]=[CH:22][C:21]([Cl:24])=[C:20]([Cl:25])[CH:19]=2)[CH:10]=[C:9]([C:4]2[CH:5]=[CH:6][C:7]([Cl:8])=[C:2]([Cl:1])[CH:3]=2)[CH:14]=1)([CH3:29])([CH3:28])[CH3:27] |f:2.3|. Procedure details: 5′-((tert-Butylamino)methyl)-3,3″,4,4″-tetrachloro-[1,1′:3′,1″-terphenyl]-4′-ol hydrochloride was prepared as a white solid using the procedure described in Example 5 from 3,3″,4,4″-tetrachloro-4′-hydroxy-[1,1′:3′,1″-terphenyl]-5′-carbaldehyde and tert-butylamine. The reactants are CC(C)(C)OC(=O)N1CCC(n2ncc3c(Oc4ccc(S(C)(=O)=O)cc4F)ncnc32)CC1, CO, ClCCl, ClCCl, O=C(O)C(F)(F)F. Yields the product CS(=O)(=O)c1ccc(Oc2ncnc3c2cnn3C2CCN(C(=O)O)CC2)c(F)c1. RXN SMILES: [C:1]([CH3:2])([CH3:3])([CH3:4])[O:5][C:6](=[O:7])[N:8]1[CH2:9][CH2:10][CH:11]([n:14]2[n:15][cH:16][c:17]3[c:18]2[n:19][cH:20][n:21][c:22]3[O:23][c:24]2[c:25]([F:34])[cH:26][c:27]([S:30](=[O:31])(=[O:32])[CH3:33])[cH:28][cH:29]2)[CH2:12][CH2:13]1.[CH3:48][OH:49].[Cl:35][CH2:36][Cl:37].[Cl:45][CH2:46][Cl:47].[F:38][C:39]([F:40])([F:41])[C:42]([OH:43])=[O:44]>>[O:5]=[C:6]([OH:7])[N:8]1[CH2:9][CH2:10][CH:11]([n:14]2[n:15][cH:16][c:17]3[c:18]2[n:19][cH:20][n:21][c:22]3[O:23][c:24]2[c:25]([F:34])[cH:26][c:27]([S:30](=[O:31])(=[O:32])[CH3:33])[cH:28][cH:29]2)[CH2:12][CH2:13]1. The reactants are OS(=O)(=O)[O-].[Na+] (NaHSO4), BrC1=C(C=CC=C1)S(=O)(=O)N (2-bromobenzenesulfonamide), C(=O)([O-])[O-].[K+].[K+] (K2CO3), C(CC)N=C=O (n-propylisocyanate). The solvent is COC(C)(C)OC (dimethoxypropane). Run at temperature 0 celsius, time 12 hour. Yields the product BrC1=CC=CC=C1.C(CC)S(=O)(=O)NC(=O)N (2-bromobenzene n-propylsulfonylurea). Reaction SMILES: [Br:1][C:2]1[CH:7]=[CH:6][CH:5]=[CH:4][C:3]=1[S:8]([NH2:11])(=[O:10])=[O:9].C([O-])([O-])=O.[K+].[K+].C([N:21]=[C:22]=[O:23])CC.OS([O-])(=O)=O.[Na+]>COC(OC)(C)C>[Br:1][C:2]1[CH:7]=[CH:6][CH:5]=[CH:4][CH:3]=1.[CH2:3]([S:8]([NH:11][C:22]([NH2:21])=[O:23])(=[O:10])=[O:9])[CH2:2][CH3:7] |f:1.2.3,5.6,8.9|. Reported procedure: 3.5 g (15mmol) of 2-bromobenzenesulfonamide and 4.1 g K2CO3 are refluxed in dimethoxypropane for 1 hour. After that time 3 ml of n-propylisocyanate are added via a syringe. After additional 12 hours, the solution is cooled to 0° C., the pH is adjusted to 5-6 using 5% NaHSO4 and this mixture is extracted twice with ethyl acetate. The combined organic extracts are dried over MgSO4 and the solvent is removed. Cristallization from ethyl acetate furnishes the title compound. Rf =0.5 (E/H 2/1); MS (M+... The reactants are ClC=1C=CC(=C(C1)C1=CC(N(C=C1)C(C(=O)NC1=CC=C(C(=O)OC(C)(C)C)C=C1)C)=O)C(F)(F)F (tert-Butyl 4-[(2-{4-[5-chloro-2-(trifluoromethyl)phenyl]-2-oxopyridin-1(2H)-yl}propanoyl)amino]benzoate), C(=O)(C(F)(F)F)O (TFA). Product: ClC=1C=CC(=C(C1)C1=CC(N(C=C1)C(C(=O)NC1=CC=C(C(=O)O)C=C1)C)=O)C(F)(F)F (4-{[2-{4-[5-Chloro-2-(trifluoromethyl)phenyl]-2-oxopyridin-1(2H)-yl}propanoyl]amino}benzoic acid). Reaction SMILES: [Cl:1][C:2]1[CH:3]=[CH:4][C:5]([C:33]([F:36])([F:35])[F:34])=[C:6]([C:8]2[CH:13]=[CH:12][N:11]([CH:14]([CH3:31])[C:15]([NH:17][C:18]3[CH:30]=[CH:29][C:21]([C:22]([O:24]C(C)(C)C)=[O:23])=[CH:20][CH:19]=3)=[O:16])[C:10](=[O:32])[CH:9]=2)[CH:7]=1.C(O)(C(F)(F)F)=O>>[Cl:1][C:2]1[CH:3]=[CH:4][C:5]([C:33]([F:36])([F:34])[F:35])=[C:6]([C:8]2[CH:13]=[CH:12][N:11]([CH:14]([CH3:31])[C:15]([NH:17][C:18]3[CH:30]=[CH:29][C:21]([C:22]([OH:24])=[O:23])=[CH:20][CH:19]=3)=[O:16])[C:10](=[O:32])[CH:9]=2)[CH:7]=1. Procedure details: 104 mg (0.20 mmol) of tert-butyl 4-[(2-{4-[5-chloro-2-(trifluoromethyl)phenyl]-2-oxopyridin-1(2H)-yl}propanoyl)amino]benzoate (racemate) (Example 2.11C) were hydrolysed with TFA according to General Method 2. Yield: 67 mg (73% of theory)